From a dataset of the Open Reaction Database (ORD), a public repository of structured organic reaction records. describe an organic reaction: reactants, conditions, products, and yield Reactants: Cl.N(N)C(N)=S (hydrazine carbothioamide hydrochloride), FC1=C(C=C2C=CC=NC2=C1)CC1=CN=C2N1N=C(C=C2)C(C)=O (1-[3-(7-fluoro-quinolin-6-ylmethyl)-imidazo[1,2-b]pyridazin-6-yl]-ethanone). The product is FC1=C(C=C2C=CC=NC2=C1)CC1=CN=C2N1N=C(C=C2)\C(\C)=N\NC(N)=S ((E)-2-(1-(3-((7-Fluoroquinolin-6-yl)methyl)imidazo[1,2-b]pyridazin-6-yl)ethylidene)-hydrazinecarbothioamide). Yield: 60.0%. RXN SMILES: Cl.[NH:2]([C:4](=[S:6])[NH2:5])[NH2:3].[F:7][C:8]1[CH:17]=[C:16]2[C:11]([CH:12]=[CH:13][CH:14]=[N:15]2)=[CH:10][C:9]=1[CH2:18][C:19]1[N:23]2[N:24]=[C:25]([C:28](=O)[CH3:29])[CH:26]=[CH:27][C:22]2=[N:21][CH:20]=1>>[F:7][C:8]1[CH:17]=[C:16]2[C:11]([CH:12]=[CH:13][CH:14]=[N:15]2)=[CH:10][C:9]=1[CH2:18][C:19]1[N:23]2[N:24]=[C:25](/[C:28](=[N:3]/[NH:2][C:4](=[S:6])[NH2:5])/[CH3:29])[CH:26]=[CH:27][C:22]2=[N:21][CH:20]=1 |f:0.1|. Procedure details: The title compound was prepared from hydrazine carbothioamide hydrochloride and 1-[3-(7-fluoro-quinolin-6-ylmethyl)-imidazo[1,2-b]pyridazin-6-yl]-ethanone in analogy to the synthesis of example 1 in 60% yield as a white solid. 1H-NMR (400 MHz, DMSO-d6) δ ppm 10.53 (s, 1H), 8.88 (dd, 1H), 8.53 (s, 1H), 8.47 (d, 1H), 8.34 (m, 2H), 8.10 (d, 1H), 7.99 (d, 1H), 7.85 (s, 1H), 7.79 (d, 1H), 7.50 (q, 1H), 4.59 (s, 2H), 2.34 (s, 3H). LCMS (method A): [MH]+=394, tR=4.91 min. Starting materials: CN1N=C(C=C1)COC1=CC=C(C(=C1)NCC1=C(C=C(C=C1)OC(F)(F)F)C)N (5-((1-methyl-1H-pyrazol-3-yl)methoxy)-N1-(2-methyl-4-(trifluoromethoxy)benzyl)benzene-1,2-diamine), C1(OC([C@@H]2CCCC[C@H]12)=O)=O (cis-hexahydroisobenzofuran-1,3-dione). Yields the product CN1N=C(C=C1)COC=1C=CC2=C(N(C(=N2)[C@@H]2[C@@H](CCCC2)C(=O)O)CC2=C(C=C(C=C2)OC(F)(F)F)C)C1 (racemic cis-2-{6-[(1-Methyl-1H-pyrazol-3-yl)methoxy]-1-[2-methyl-4-(trifluoromethoxy)benzyl]-1H-benzimidazol-2-yl}cyclohexanecarboxylic acid). As a reaction SMILES: [CH3:1][N:2]1[CH:6]=[CH:5][C:4]([CH2:7][O:8][C:9]2[CH:14]=[C:13]([NH:15][CH2:16][C:17]3[CH:22]=[CH:21][C:20]([O:23][C:24]([F:27])([F:26])[F:25])=[CH:19][C:18]=3[CH3:28])[C:12]([NH2:29])=[CH:11][CH:10]=2)=[N:3]1.[C:30]1(=[O:40])[C@@H:38]2[C@@H:33]([CH2:34][CH2:35][CH2:36][CH2:37]2)[C:32](=O)[O:31]1>>[CH3:1][N:2]1[CH:6]=[CH:5][C:4]([CH2:7][O:8][C:9]2[CH:10]=[CH:11][C:12]3[N:29]=[C:32]([C@H:33]4[CH2:34][CH2:35][CH2:36][CH2:37][C@H:38]4[C:30]([OH:40])=[O:31])[N:15]([CH2:16][C:17]4[CH:22]=[CH:21][C:20]([O:23][C:24]([F:25])([F:26])[F:27])=[CH:19][C:18]=4[CH3:28])[C:13]=3[CH:14]=2)=[N:3]1. Reported procedure: The title compound was prepared using analogous conditions described in Example 92 using 5-((1-methyl-1H-pyrazol-3-yl)methoxy)-N1-(2-methyl-4-(trifluoromethoxy)benzyl)benzene-1,2-diamine and cis-hexahydroisobenzofuran-1,3-dione in Step D. MS (ESI): mass calcd. for C28H29F3N4O4, 542.20; m/z found, 543.2 [M+H]+. 1H NMR (300 MHz, DMSO-d6) δ 7.71 (d, J=7.7, 1H), 7.58 (d, J=2.2, 1H), 7.35 (s, 1H), 7.24 (s, 1H), 7.15 (s, 1H), 7.01 (d, J=10.0, 1H), 6.42 (d, J=8.8, 1H), 6.18 (d, J=2.2, 1H), 5.72-5.60 (m...